From a dataset of the Open Reaction Database (ORD), a public repository of structured organic reaction records. describe an organic reaction: reactants, conditions, products, and yield Reactants: C(OCCl)(OCCCCCCCC)=O (chloromethyl octyl carbonate), [I-].[Na+] (sodium iodide). Run in CC(=O)C (acetone). Run at time 3 hour. Product: C(OCI)(OCCCCCCCC)=O (iodomethyl octyl carbonate). Yield: 72.6%. As a reaction SMILES: [C:1](=[O:14])([O:5][CH2:6][CH2:7][CH2:8][CH2:9][CH2:10][CH2:11][CH2:12][CH3:13])[O:2][CH2:3]Cl.[I-:15].[Na+]>CC(C)=O>[C:1](=[O:14])([O:5][CH2:6][CH2:7][CH2:8][CH2:9][CH2:10][CH2:11][CH2:12][CH3:13])[O:2][CH2:3][I:15] |f:1.2|. Procedure: To a solution of chloromethyl octyl carbonate (1.14 g, 0.005 mol) in acetone (10 ml) was added sodium iodide (2.3 g, 0.015 mol). The mixture was stirred for 3 hours, concentrated invacuo, and dissolved in dichloromethane (50 ml). This solution was washed with saturated aqueous sodium chloride, aqueous sodium thiosulfate, and saturated aqueous sodium chloride, dried (sodium sulfate) and concentrated invacuo to yield iodomethyl octyl carbonate (1.14 g).